Dataset: the Open Reaction Database (ORD), a public repository of structured organic reaction records. Task: describe an organic reaction: reactants, conditions, products, and yield Reactants: Cl.BrCC1=CC=C(CN(C)C(COC(C2=CC=CC=C2)C2=CC=CC=C2)(C)C)C=C1 (2-[N-(4-bromomethylbenzyl)-N-methylamino]-1-diphenylmethoxy-2-methylpropane hydrochloride), N (ammonia). Yields the product Cl.Cl.NCC1=CC=C(CN(C)C(COC(C2=CC=CC=C2)C2=CC=CC=C2)(C)C)C=C1 (2-[N-(4-Aminomethylbenzyl)-N-methylamino]-1-diphenylmethoxy-2-methylpropane dihydrochloride). The yield is 45.0%. As a reaction SMILES: [ClH:1].Br[CH2:3][C:4]1[CH:30]=[CH:29][C:7]([CH2:8][N:9]([C:11]([CH3:28])([CH3:27])[CH2:12][O:13][CH:14]([C:21]2[CH:26]=[CH:25][CH:24]=[CH:23][CH:22]=2)[C:15]2[CH:20]=[CH:19][CH:18]=[CH:17][CH:16]=2)[CH3:10])=[CH:6][CH:5]=1.[NH3:31]>>[ClH:1].[ClH:1].[NH2:31][CH2:3][C:4]1[CH:30]=[CH:29][C:7]([CH2:8][N:9]([C:11]([CH3:28])([CH3:27])[CH2:12][O:13][CH:14]([C:21]2[CH:26]=[CH:25][CH:24]=[CH:23][CH:22]=2)[C:15]2[CH:20]=[CH:19][CH:18]=[CH:17][CH:16]=2)[CH3:10])=[CH:6][CH:5]=1 |f:0.1,3.4.5|. Procedure: A solution of 2-[N-(4-bromomethylbenzyl)-N-methylamino]-1-diphenylmethoxy-2-methylpropane hydrochloride (800 mg -- see Example 23) in saturated methanolic ammonia (40 ml) was stirred at room temperature for 18 hours and evaporated. The residue was purified by chromatography on silica (5 g) using methylene chloride plus 0-2% methanol as the eluant. Appropriate fractions were combined and evaporated to give the free base of the title compound (310 mg, 45%) as a colourless oil which was used direct... Reactants: C1(CCCCC1)C[C@H](CN1CCN(CC1)C1=C(C=CC=C1)OC)N ({(1R)-1-cyclohexylmethyl-2-[4-(2-methoxyphenyl)-piperazin-1-yl]-ethyl}-amine), CC(C)([O-])C.[K+] (Potassium t-butoxide), C(CC)S (propanethiol), CC(C)([O-])C.[K+] (potassium t-butoxide), C(CC)S (propanethiol). Solvent: CN(C)C=O (DMF), CN(C)C=O (DMF). Reaction conditions: temperature 100 celsius, time 0.5 hour. Yields the product C1(CCCCC1)C[C@H](CN1CCN(CC1)C1=C(C=CC=C1)O)N ({(1R)-1-cyclohexylmethyl-2-[4-(2-hydroxyphenyl)-piperazin-1-yl]-ethyl}-amine). Reaction SMILES: CC(C)([O-])C.[K+].C(S)CC.[CH:11]1([CH2:17][C@@H:18]([NH2:34])[CH2:19][N:20]2[CH2:25][CH2:24][N:23]([C:26]3[CH:31]=[CH:30][CH:29]=[CH:28][C:27]=3[O:32]C)[CH2:22][CH2:21]2)[CH2:16][CH2:15][CH2:14][CH2:13][CH2:12]1>CN(C=O)C>[CH:11]1([CH2:17][C@@H:18]([NH2:34])[CH2:19][N:20]2[CH2:25][CH2:24][N:23]([C:26]3[CH:31]=[CH:30][CH:29]=[CH:28][C:27]=3[OH:32])[CH2:22][CH2:21]2)[CH2:16][CH2:15][CH2:14][CH2:13][CH2:12]1 |f:0.1|. Reported procedure: Potassium t-butoxide is added portionwise to a stirred solution of propanethiol in dry DMF under an argon atmosphere. After 0.5 h, a solution of {(1R)-1-cyclohexylmethyl-2-[4-(2-methoxyphenyl)-piperazin-1-yl]-ethyl}-amine in dry DMF is added and the mixture is heated at 100° C. overnight. A further quantity of potassium t-butoxide and propanethiol is then added and the mixture heated at 100° C. for another 24 h. The cooled mixture is partitioned between water and ethyl acetate. The combined orga... The reactants are BrC1=CC=C(C=C1)C(C(O)C1=CC=C(C=C1)Cl)CCC (2-(4-Bromophenyl)-1-(4-chlorophenyl)pentan-1-ol), CC(C)C1C(=O)NCC(=O)NC(C(=O)NC(C(=O)NC(C(=O)NC(C(=O)N2CCCC2C(=O)NC(CSSCC(C(=O)NC(C(=O)N1)CCSC)NC(=O)C(CCCNC(=N)N)NC(=O)C(CCSC)NC(=O)C(C(C)O)NC(=O)C(CC(=O)O)N)C(=O)NC(CC3=CNC4=CC=CC=C43)C(=O)NC(CCC(=O)O)C(=O)NC(C(C)C)C(=O)O)CCCNC(=N)N)CC5=CC=C(C=C5)O)C(C)C)CCCNC(=N)N (melanin-concentrating hormone). Yields the product BrC1=CC=C(C=C1)C(C(CC=C)C1=CC=C(C=C1)Cl)CCC (1-Bromo-4-[2-(4-chlorophenyl)-1-propylpent-4-en-1-yl]benzene). RXN SMILES: [Br:1][C:2]1[CH:7]=[CH:6][C:5]([CH:8]([CH2:18][CH2:19][CH3:20])[CH:9]([C:11]2[CH:16]=[CH:15][C:14]([Cl:17])=[CH:13][CH:12]=2)O)=[CH:4][CH:3]=1.[CH3:21][CH:22](C1NC(=O)C(CCSC)NC(=O)C(NC(C(NC(C(NC(C(NC(C(N)CC(O)=O)=O)C(O)C)=O)CCSC)=O)CCCNC(N)=N)=O)CSSCC(C(NC(C(NC(C(NC(C(O)=O)C(C)C)=O)CCC(O)=O)=O)CC2C3C(=CC=CC=3)NC=2)=O)NC(=O)C2N(CCC2)C(=O)C(CCCNC(N)=N)NC(=O)C(CC2C=CC(O)=CC=2)NC(=O)C(C(C)C)NC(=O)C(CCCNC(N)=N)NC(=O)CNC1=O)[CH3:23]>>[Br:1][C:2]1[CH:7]=[CH:6][C:5]([CH:8]([CH2:18][CH2:19][CH3:20])[CH:9]([C:11]2[CH:16]=[CH:15][C:14]([Cl:17])=[CH:13][CH:12]=2)[CH2:23][CH:22]=[CH2:21])=[CH:4][CH:3]=1. Procedure details: The title compound was prepared from the intermediate from Step D using the conditions described in INTERMEDIATE 1, Step D. The title compound is obtained as a 2.1:1 mixture of diastereomers. 1H NMR for major diastereomer (500 MHz, CDCl3): δ 7.44 (d, J=8.5 Hz, 2H); 7.28 (d, J=8.3 Hz, 2H); 7.05 (d, J=8.2 Hz, 2H); 7.02 (d, J=8.4 Hz, 2H); 5.46-5.35 (m, 1H); 4.82-4.71 (m, 2H); 2.77-2.62 (m, 2H); 2.14-2.02 (m, 2H); 1.35-1.25 (m, 2H); 1.05-0.89 (m, 2H); 0.67 (t, J=7.3 Hz, 3H). LC1 4.66 min. Not ionize... Starting materials: CN(C)CC1=CC(=C(C(=C1)CN(C)C)O)CN(C)C (DMF 3), FC1=C(C(=O)C=2C=C(NC2)C(=O)O)C(=CC(=C1)F)F (4-(2,4,6-trifluorobenzoyl)-1H-pyrrole-2-carboxylic acid), FC1=C(C(=O)C=2C=C(NC2)C(=O)O)C(=CC(=C1)F)F (4-(2,4,6-trifluorobenzoyl)-1H-pyrrole-2-carboxylic acid), O.ON1N=NC2=C1C=CC=C2 (1-hydroxybenzotriazole hydrate), Cl.CN(CCCN=C=NCC)C (N-(3-dimethylaminopropyl)-N′-ethylcarbodiimide-hydrochloride), Cl.CC1=NN=C(S1)CN (1-(5-methyl-1,3,4-thiadiazol-2-yl)methanamine hydrochloride), C(C)(C)N(CC)C(C)C (diisopropylethylamine). Reaction conditions: time 8 hour. Yields the product CC1=NN=C(S1)CNC(=O)C=1NC=C(C1)C(C1=C(C=C(C=C1F)F)F)=O (N-[(5-methyl-1,3,4-thiadiazol-2-yl)methyl]-4-(2,4,6-trifluorobenzoyl)-1-H-pyrrole-2-carboxamide). The yield is 69.3%. As a reaction SMILES: CN(CC1C=C(CN(C)C)C(O)=C(CN(C)C)C=1)C.[F:20][C:21]1[CH:36]=[C:35]([F:37])[CH:34]=[C:33]([F:38])[C:22]=1[C:23]([C:25]1[CH:26]=[C:27]([C:30]([OH:32])=O)[NH:28][CH:29]=1)=[O:24].O.ON1C2C=CC=CC=2N=N1.Cl.CN(C)CCCN=C=NCC.Cl.[CH3:63][C:64]1[S:68][C:67]([CH2:69][NH2:70])=[N:66][N:65]=1.C(N(C(C)C)CC)(C)C>>[CH3:63][C:64]1[S:68][C:67]([CH2:69][NH:70][C:30]([C:27]2[NH:28][CH:29]=[C:25]([C:23](=[O:24])[C:22]3[C:33]([F:38])=[CH:34][C:35]([F:37])=[CH:36][C:21]=3[F:20])[CH:26]=2)=[O:32])=[N:66][N:65]=1 |f:2.3,4.5,6.7|. Reported procedure: To a DMF 3 mL solution of 4-(2,4,6-trifluorobenzoyl)-1-H-pyrrole-2-carboxylic acid (Intermediate 1) (30 mg, 0.11 mmol), 1-hydroxybenzotriazole hydrate (HOBT) (22 mg, 0.15 mmol) was added N-(3-dimethylaminopropyl)-N′-ethylcarbodiimide-hydrochloride (EDC-hydrochloride)(28 mg, 0.15 mmol). The reaction was stirred for 45 min before 1-(5-methyl-1,3,4-thiadiazol-2-yl)methanamine hydrochloride (19 mg, 0.17 mmol) and diisopropylethylamine (0.1 mL, 0.55 mmol) were added. The reaction mixture was stirred ... Reactants: CO, Cc1cc([SH]=C([O-])N(C)C)cc(C)c1Cl, [K+], [OH-], O. Product: Cc1cc(S)cc(C)c1Cl. Reaction SMILES: [CH3:18][OH:19].[Cl:1][c:2]1[c:3]([CH3:15])[cH:4][c:5]([SH:9]=[C:10]([O-:11])[N:12]([CH3:13])[CH3:14])[cH:6][c:7]1[CH3:8].[K+:17].[OH-:16].[OH2:20]>>[Cl:1][c:2]1[c:3]([CH3:15])[cH:4][c:5]([SH:9])[cH:6][c:7]1[CH3:8]. Starting materials: C(CC=1C(C(=O)O)=CC=CC1)(=O)O (Homophthalic acid), C(C1=CC=CC=C1)OC(=O)NCCCO (3-(benzyloxycarbonylamino)-1-propanol). Reagents/catalysts: OS(=O)(=O)O (H2SO4). Solvent: C1=CC=CC=C1 (benzene). Product: C(=O)(O)C1=C(C=CC=C1)CC(=O)OCCCNC(=O)OCC1=CC=CC=C1 (3-(benzyloxycarbonylamino)propyl 2-carboxyphenylacetate). The yield is 88.9%. RXN SMILES: [C:1]([OH:13])(=[O:12])[CH2:2][C:3]1[C:4](=[CH:8][CH:9]=[CH:10][CH:11]=1)[C:5]([OH:7])=[O:6].[CH2:14]([O:21][C:22]([NH:24][CH2:25][CH2:26][CH2:27]O)=[O:23])[C:15]1[CH:20]=[CH:19][CH:18]=[CH:17][CH:16]=1>C1C=CC=CC=1.OS(O)(=O)=O>[C:5]([C:4]1[CH:8]=[CH:9][CH:10]=[CH:11][C:3]=1[CH2:2][C:1]([O:13][CH2:27][CH2:26][CH2:25][NH:24][C:22]([O:21][CH2:14][C:15]1[CH:16]=[CH:17][CH:18]=[CH:19][CH:20]=1)=[O:23])=[O:12])([OH:7])=[O:6]. Procedure details: Homophthalic acid (18 g, 0.1 mole) and 3-(benzyloxycarbonylamino)-1-propanol (41 g, 0.2 mole) were heated in 150 ml of benzene at 120°-130° C. for 2 hrs in the presence of a few drops of conc. H2SO4. Benzene was evaporated, and 200 ml of ethylacetate was added. The organic solution was washed with 4% NaHCO3 twice (150 ml×2). The aqueous layer which contained the monoester salt was acidified with 5N HCl and extracted with ethylacetate. 33 g of 3-(benzyloxycarbonylamino)propyl 2-carboxyphenylaceta... The reactants are hydrochloride salt, FC1=C(C=CC=C1F)C1=CC(=CC=2CC(OC21)COS(=O)(=O)C2=CC=C(C=C2)C)OC ((±)-{[7-(2,3-difluorophenyl)-5-methoxy-2,3-dihydro-1-benzofuran-2-yl]methyl}4-methylbenzenesulfonate), CN (methylamine). Yields the product FC1=C(C=CC=C1F)C1=CC(=CC=2CC(OC21)CNC)OC ((±)-{[7-(2,3-difluorophenyl)-5-methoxy-2,3-dihydro-1-benzofuran-2-yl]methyl}methylamine). Reaction SMILES: [F:1][C:2]1[C:7]([F:8])=[CH:6][CH:5]=[CH:4][C:3]=1[C:9]1[C:17]2[O:16][CH:15]([CH2:18]OS(C3C=CC(C)=CC=3)(=O)=O)[CH2:14][C:13]=2[CH:12]=[C:11]([O:30][CH3:31])[CH:10]=1.[CH3:32][NH2:33]>>[F:1][C:2]1[C:7]([F:8])=[CH:6][CH:5]=[CH:4][C:3]=1[C:9]1[C:17]2[O:16][CH:15]([CH2:18][NH:33][CH3:32])[CH2:14][C:13]=2[CH:12]=[C:11]([O:30][CH3:31])[CH:10]=1. Reported procedure: The title compound was prepared (0.017 g, 18%) following the general procedure of Example 390 as a white solid, hydrochloride salt from (±)-{[7-(2,3-difluorophenyl)-5-methoxy-2,3-dihydro-1-benzofuran-2-yl]methyl}4-methylbenzenesulfonate (0.12 g, 0.27 mmol) and methylamine (0.082 g, 2.7 mmol). mp 148-150° C. Reactants: ClCCl, [O-][n+]1cccc2c1C(O)CCC(c1cccc(F)c1F)C2. Product: O=C1CCC(c2cccc(F)c2F)Cc2ccc[n+]([O-])c21. Reaction SMILES: [Cl:22][CH2:23][Cl:24].[F:1][c:2]1[c:3]([CH:9]2[CH2:10][c:11]3[c:12]([n+:13]([O-:17])[cH:14][cH:15][cH:16]3)[CH:18]([OH:21])[CH2:19][CH2:20]2)[cH:4][cH:5][cH:6][c:7]1[F:8]>>[F:1][c:2]1[c:3]([CH:9]2[CH2:10][c:11]3[c:12]([n+:13]([O-:17])[cH:14][cH:15][cH:16]3)[C:18](=[O:21])[CH2:19][CH2:20]2)[cH:4][cH:5][cH:6][c:7]1[F:8].